From a dataset of the Open Reaction Database (ORD), a public repository of structured organic reaction records. describe an organic reaction: reactants, conditions, products, and yield The reactants are CC(C)(CO)CBr, CCCC1CCC(C(=O)O)CC1, Cc1ccccc1, Cc1ccc(S(=O)(=O)O)cc1. Yields the product CCCC1CCC(C(=O)OCC(C)(C)CBr)CC1. RXN SMILES: [Br:13][CH2:14][C:15]([CH2:16][OH:17])([CH3:18])[CH3:19].[CH2:1]([CH2:2][CH3:3])[CH:4]1[CH2:5][CH2:6][CH:7]([C:10](=[O:11])[OH:12])[CH2:8][CH2:9]1.[CH3:31][c:32]1[cH:33][cH:34][cH:35][cH:36][cH:37]1.[c:20]1([CH3:21])[cH:22][cH:23][c:24]([S:25]([OH:26])(=[O:27])=[O:28])[cH:29][cH:30]1>>[CH2:1]([CH2:2][CH3:3])[CH:4]1[CH2:5][CH2:6][CH:7]([C:10]([O:11][CH2:16][C:15]([CH2:14][Br:13])([CH3:18])[CH3:19])=[O:12])[CH2:8][CH2:9]1. Reactants: CO, COCC(Cc1ccc(-c2ccc(F)c(Cl)c2)cc1)NC(=O)c1cc(-c2ccc(C(F)(F)F)cc2)ccc1OC, ClCCl. Yields the product COCC(Cc1ccc(-c2ccc(F)c(Cl)c2)cc1)NC(=O)c1cc(-c2ccc(C(F)(F)F)cc2)ccc1O. RXN SMILES: [CH3:41][OH:42].[Cl:1][c:2]1[cH:3][c:4](-[c:9]2[cH:10][cH:11][c:12]([CH2:15][CH:16]([CH2:17][O:18][CH3:19])[NH:20][C:21](=[O:22])[c:23]3[cH:24][c:25](-[c:31]4[cH:32][cH:33][c:34]([C:37]([F:38])([F:39])[F:40])[cH:35][cH:36]4)[cH:26][cH:27][c:28]3[O:29][CH3:30])[cH:13][cH:14]2)[cH:5][cH:6][c:7]1[F:8].[Cl:43][CH2:44][Cl:45]>>[Cl:1][c:2]1[cH:3][c:4](-[c:9]2[cH:10][cH:11][c:12]([CH2:15][CH:16]([CH2:17][O:18][CH3:19])[NH:20][C:21](=[O:22])[c:23]3[cH:24][c:25](-[c:31]4[cH:32][cH:33][c:34]([C:37]([F:38])([F:39])[F:40])[cH:35][cH:36]4)[cH:26][cH:27][c:28]3[OH:29])[cH:13][cH:14]2)[cH:5][cH:6][c:7]1[F:8]. The reactants are BrC1=CC(=C(N)C=C1F)[N+](=O)[O-] (4-bromo-5-fluoro-2-nitroaniline), Cl[Sn]Cl (SnCl2). The solvent is CCO (EtOH). The product is BrC=1C=C(C(=CC1F)N)N (4-bromo-5-fluorobenzene-1,2-diamine). Yield: 43.4%. Reaction SMILES: [Br:1][C:2]1[C:8]([F:9])=[CH:7][C:5]([NH2:6])=[C:4]([N+:10]([O-])=O)[CH:3]=1.Cl[Sn]Cl>CCO>[Br:1][C:2]1[CH:3]=[C:4]([NH2:10])[C:5]([NH2:6])=[CH:7][C:8]=1[F:9]. Procedure details: To a suspension of 96 (1.57 g, 6.74 mmol) in EtOH (16 mL) was added SnCl2 (3.82 g, 20.2 mmol). The reaction mixture was heated at reflux for 14 h, cooled to RT and concentrated in vacuo. The residue was partitioned between EtOAc (100 mL) and sat'd. aq. NaHCO3 (200 mL). The resulting slurry was filtered through a pad of Celite® and the wet cake was washed with EtOAc (3×50 mL). The organic layer was washed sequentially with saturated NaHCO3, water, and brine, dried (MgSO4), filtered and concentrat... Starting materials: C1(=CC=C(C=C1)S(=O)(=O)OCCC(CCCC)C(F)(F)F)C (3-trifluoromethylheptyl p-toluenesulfonate), OC1=CC=C(C(=O)OCC)C=C1 (ethyl p-hydroxybenzoate), [Na] (sodium), [H-] (hydride). Run in CN(C=O)C (dimethylformamide), CN(C=O)C (DMF), CN(C=O)C (DMF). Conditions: temperature 130 celsius. Yields the product FC(C(CCOC1=CC=C(C(=O)OCC)C=C1)CCCC)(F)F (ethyl p-(3-trifluoromethylheptyloxy)benzoate). Yield: 41.5%. RXN SMILES: C1(C)C=CC(S(O[CH2:11][CH2:12][CH:13]([C:18]([F:21])([F:20])[F:19])[CH2:14][CH2:15][CH2:16][CH3:17])(=O)=O)=CC=1.[OH:23][C:24]1[CH:34]=[CH:33][C:27]([C:28]([O:30][CH2:31][CH3:32])=[O:29])=[CH:26][CH:25]=1.[Na].[H-]>CN(C)C=O>[F:19][C:18]([F:20])([F:21])[CH:13]([CH2:14][CH2:15][CH2:16][CH3:17])[CH2:12][CH2:11][O:23][C:24]1[CH:25]=[CH:26][C:27]([C:28]([O:30][CH2:31][CH3:32])=[O:29])=[CH:33][CH:34]=1 |^1:34|. Procedure: 0.54 g of 3-trifluoromethylheptyl p-toluenesulfonate obtained in Step 1), 0.27 g of ethyl p-hydroxybenzoate and 1 ml of dimethylformamide (DMF) were placed in a round-bottomed flask, and 0.07 g of sodium 60%-hydride was added thereto together with DMF, followed by 6 hours of stirring at 130° C. After the reaction, DMF was distilled off under a reduced pressure, and water was added, followed by extraction with diethyl ether. The ether solution was dried with sodium sulfate, followed by distilling... Reactants: ClC1=C(C(=NC=C1C(=O)OC)Cl)F (Methyl 4,6-dichloro-5-fluoronicotinate), O.NN (hydrazine monohydrate). The solvent is C(C)O (ethanol). Conditions: temperature 80 celsius, time 1 hour. Product: ClC1=C(C2=C(C=N1)C(NN2)=O)F (6-chloro-7-fluoro-1H-pyrazolo[4,3-c]pyridin-3(2H)-one). RXN SMILES: Cl[C:2]1[C:7]([C:8](OC)=[O:9])=[CH:6][N:5]=[C:4]([Cl:12])[C:3]=1[F:13].O.[NH2:15][NH2:16]>C(O)C>[Cl:12][C:4]1[N:5]=[CH:6][C:7]2[C:8](=[O:9])[NH:15][NH:16][C:2]=2[C:3]=1[F:13] |f:1.2|. Reported procedure: Methyl 4,6-dichloro-5-fluoronicotinate (5.0 g, 22.32 mmol) and hydrazine monohydrate (1.7 mL, 22.32 mmol) were dissolved in ethanol (5 mL) and stirred at 80° C. for 1 h. The reaction mixture was filtered, dissolved in MeOH, and HCl (1 N, 0.5 mL) was added. The reaction was stirred at room temperature for 4 h. The reaction mixture was then filtered and washed with water to give 6-chloro-7-fluoro-1H-pyrazolo[4,3-c]pyridin-3(2H)-one, which was carried onto the next step without further purification...